From a dataset of the Open Reaction Database (ORD), a public repository of structured organic reaction records. describe an organic reaction: reactants, conditions, products, and yield Product: C(C)N(C1=CC=C(C=C1)C(=C(C#N)C#N)C#N)CC (N,N-diethyl-4-tricyanovinylaniline). The solvent is C(O)([O-])=O.[Na+] (sodium hydrogencarbonate), CN(C)C=O (DMF). Reaction conditions: temperature 0 celsius, time 4.5 hour. Reported procedure: In an atmosphere of argon, 42.3 g (0.28 mol) of N,N-diethylaniline was dissolved in 570 ml of anhydrous DMF, and the solution obtained was cooled to 0° C., and then 46.3 g (1.25-fold equivalent weight) of tetracyanoethylene was added thereto. Then, the solution obtained was restored to room temperature, and stirred for 4.5 hours, which was thereafter poured in 1 liter of a saturated aqueous sodium hydrogencarbonate solution. The solid thus deposited was filtered to obtain a residue, and the resi... As a reaction SMILES: [CH2:1]([N:3]([CH2:10][CH3:11])[C:4]1[CH:9]=[CH:8][CH:7]=[CH:6][CH:5]=1)[CH3:2].[C:12]([C:14]([C:20]#[N:21])=[C:15](C#N)[C:16]#[N:17])#[N:13].CCCCCC>CN(C=O)C.C(=O)([O-])O.[Na+]>[CH2:10]([N:3]([CH2:1][CH3:2])[C:4]1[CH:9]=[CH:8][C:7]([C:15]([C:16]#[N:17])=[C:14]([C:20]#[N:21])[C:12]#[N:13])=[CH:6][CH:5]=1)[CH3:11] |f:4.5|. Isolated yield 73.8%. Reactants: C(#N)C(=C(C#N)C#N)C#N (tetracyanoethylene), C(C)N(C1=CC=CC=C1)CC (N,N-diethylaniline), CCCCCC (hexane).